This data is from the Open Reaction Database (ORD), a public repository of structured organic reaction records. The task is: describe an organic reaction: reactants, conditions, products, and yield Starting materials: C(C)OP(=O)(OCC)Cl (diethoxyphosphoryl chloride), [S-]C#N.[NH4+] (ammonium thiocyanate), C1=CC=CC=C1 (benzene), C1(=CC=CC=C1)C (toluene). The solvent is C=1(C(=CC=CC1)C)C (xylene). Run at time 24 hour. Product: C(C)OP(=O)(OCC)N=C=S (diethoxyphosphinyl isothiocyanate), ( III ). As a reaction SMILES: [CH2:1]([O:3][P:4](Cl)([O:6][CH2:7][CH3:8])=[O:5])[CH3:2].[S-:10][C:11]#[N:12].[NH4+].C1C=CC=CC=1.C1(C)C=CC=CC=1>C1(C)C(C)=CC=CC=1>[CH2:1]([O:3][P:4]([N:12]=[C:11]=[S:10])([O:6][CH2:7][CH3:8])=[O:5])[CH3:2] |f:1.2|. Procedure details: One molar equivalent of diethoxyphosphoryl chloride is reacted with a 1.1 to 1.2 molar equivalent of ammonium thiocyanate in the presence of an inert solvent, such as benzene, toluene, xylene or the like, at about 20° C to 30° C for a period of time of about 24 hours. The so obtained solution of diethoxyphosphinyl isothiocyanate of formula (III) is washed several times with water and dilute sodium bicarbonate solution, and then the isothiocyanate is isolated by removing the solvent in vacuo. Thi... Reactants: N1=CC(=CC=C1)CNC1=CC(=C(C(=O)N[C@@H](CCSC)C(=O)O)C=C1)C1=CC=CC=C1 ([4-(3-pyridylmethylamino)-2-phenylbenzoyl]methionine), C(=O)(N1C=NC=C1)N1C=NC=C1 (carbonyldiimidazole), C(CC(C)C)O (isoamyl alcohol), [O-]CC.[Na+] (sodium ethoxide). Solvent: C1CCOC1 (THF). Conditions: time 2 hour. Yields the product C(CC(C)C)OC([C@@H](NC(C1=C(C=C(C=C1)NCC=1C=NC=CC1)C1=CC=CC=C1)=O)CCSC)=O (4-(3-pyridylmethylamino)-2-phenylbenzoyl-L-methionine isoamyl ester). The yield is 38.7%. As a reaction SMILES: [N:1]1[CH:6]=[CH:5][CH:4]=[C:3]([CH2:7][NH:8][C:9]2[CH:25]=[CH:24][C:12]([C:13]([NH:15][C@H:16]([C:21]([OH:23])=[O:22])[CH2:17][CH2:18][S:19][CH3:20])=[O:14])=[C:11]([C:26]3[CH:31]=[CH:30][CH:29]=[CH:28][CH:27]=3)[CH:10]=2)[CH:2]=1.C(N1C=CN=C1)(N1C=CN=C1)=O.[CH2:44](O)[CH2:45][CH:46]([CH3:48])[CH3:47].[O-]CC.[Na+]>C1COCC1>[CH2:44]([O:22][C:21](=[O:23])[C@H:16]([CH2:17][CH2:18][S:19][CH3:20])[NH:15][C:13](=[O:14])[C:12]1[CH:24]=[CH:25][C:9]([NH:8][CH2:7][C:3]2[CH:2]=[N:1][CH:6]=[CH:5][CH:4]=2)=[CH:10][C:11]=1[C:26]1[CH:27]=[CH:28][CH:29]=[CH:30][CH:31]=1)[CH2:45][CH:46]([CH3:48])[CH3:47] |f:3.4|. Reported procedure: [4-(3-pyridylmethylamino)-2-phenylbenzoyl]methionine (200 mg, 0.46 mmol), prepared as in Example 192, carbonyldiimidazole (74 mg, 0.46 mmol), and isoamyl alcohol (40 mg, 0.46 mmol) were combined in 10 mL THF. After 2 hours at room temperature, sodium ethoxide (2.68 M in ethanol, 0.02 mmol) was added. After an additional 18 hours, the mixture was evaporated to dryness, partitioned between ethyl acetate and water, washed with water and brine, dried over Na2SO4, and chromatographed (Ethyl acetate) ... Starting materials: COC1=CC=C(C=C1)NC1=C(C(C(=O)O)=CC=C1)C(=O)O (3-(4-methoxyphenylamino)phthalic acid), Cl.NC1C(=O)NC(CC1)=O (rac-α-aminoglutarimide hydrochloride). Run in N1=CC=CC=C1 (pyridine). The product is O=C1NC(CCC1N1C(C2=CC=CC(=C2C1=O)NC1=CC=C(C=C1)OC)=O)=O (2-(2,6-Dioxopiperidin-3-yl)-4-(4-methoxyphenylamino)isoindole-1,3-dione). Yield: 84.0%. RXN SMILES: [CH3:1][O:2][C:3]1[CH:8]=[CH:7][C:6]([NH:9][C:10]2[CH:18]=[CH:17][CH:16]=[C:12]([C:13]([OH:15])=O)[C:11]=2[C:19]([OH:21])=O)=[CH:5][CH:4]=1.Cl.[NH2:23][CH:24]1[CH2:30][CH2:29][C:28](=[O:31])[NH:27][C:25]1=[O:26]>N1C=CC=CC=1>[O:26]=[C:25]1[CH:24]([N:23]2[C:19](=[O:21])[C:11]3[C:12](=[CH:16][CH:17]=[CH:18][C:10]=3[NH:9][C:6]3[CH:5]=[CH:4][C:3]([O:2][CH3:1])=[CH:8][CH:7]=3)[C:13]2=[O:15])[CH2:30][CH2:29][C:28](=[O:31])[NH:27]1 |f:1.2|. Procedure: A mixture of 3-(4-methoxyphenylamino)phthalic acid (0.52 g, 1.8 mmol) and rac-α-aminoglutarimide hydrochloride (0.30 g, 1.8 mmol) in pyridine (10 mL) was heated to reflux for 16 hours. The mixture was cooled and evaporated under vacuum. The residue was dissolved in ethyl acetate (150 mL), washed with dilute aqueous HCl (2×100 mL) and water (2×100 mL), and evaporated. The residue was chromatographed in 95:5 methylene chloride-methanol, eluting 0.58 g of the product, in 84% yield: mp 228-230° C.; ... The reactants are Clc1ncc(Br)cn1, C1COCCO1, COc1ccc(CNC2C3CCN(CC3)C2C)c(OC)c1, CC(=O)O. Product: COc1ccc(CN(c2ncc(Br)cn2)C2C3CCN(CC3)C2C)c(OC)c1. Reaction SMILES: [Br:22][c:23]1[cH:24][n:25][c:26]([Cl:29])[n:27][cH:28]1.[CH2:34]1[O:35][CH2:36][CH2:37][O:38][CH2:39]1.[CH3:1][O:2][c:3]1[c:4]([CH2:5][NH:6][CH:7]2[CH:8]([CH3:15])[N:9]3[CH2:10][CH2:11][CH:12]2[CH2:13][CH2:14]3)[cH:16][cH:17][c:18]([O:20][CH3:21])[cH:19]1.[CH3:30][C:31](=[O:32])[OH:33]>>[CH3:1][O:2][c:3]1[c:4]([CH2:5][N:6]([CH:7]2[CH:8]([CH3:15])[N:9]3[CH2:10][CH2:11][CH:12]2[CH2:13][CH2:14]3)[c:26]2[n:25][cH:24][c:23]([Br:22])[cH:28][n:27]2)[cH:16][cH:17][c:18]([O:20][CH3:21])[cH:19]1.